From a dataset of the Open Reaction Database (ORD), a public repository of structured organic reaction records. describe an organic reaction: reactants, conditions, products, and yield Starting materials: O=C(O)CC(C(=O)O)N1C(=O)CCC1=O, NCC12CC3CC(CC(C3)C1)C2, O=C(O)CC(C(=O)O)N1C(=O)CCC1=O, OCCO, ClCCl, Cl. Product: C1C2CC3CC1CC(C2)C3. Reaction SMILES: [C:13]1(=[O:14])[N:15]([CH:16]([CH2:17][C:18]([OH:19])=[O:20])[C:21]([OH:22])=[O:23])[C:24](=[O:25])[CH2:26][CH2:27]1.[C:1]12([CH2:11][NH2:12])[CH2:2][CH:3]3[CH2:4][CH:5]([CH2:6][CH:7]([CH2:8]1)[CH2:9]3)[CH2:10]2.[C:28]1(=[O:29])[N:30]([CH:31]([CH2:32][C:33]([OH:34])=[O:35])[C:36]([OH:37])=[O:38])[C:39](=[O:40])[CH2:41][CH2:42]1.[CH2:43]([OH:44])[CH2:45][OH:46].[Cl:48][CH2:49][Cl:50].[ClH:47]>>[CH:1]12[CH2:2][CH:3]3[CH2:4][CH:5]([CH2:6][CH:7]([CH2:8]1)[CH2:9]3)[CH2:10]2. Starting materials: CCOC(=O)c1ccc(C(CC(OC)OC)P(=O)(OCC)OCC)cc1, C1CCOC1, [Li]CCCC, CCCCCC, Cc1ccc(C2=CCC(C)(C)c3ccc(C=O)cc32)cc1. The product is CCOC(=O)c1ccc(C(=Cc2ccc3c(c2)C(c2ccc(C)cc2)=CCC3(C)C)CC(OC)OC)cc1. As a reaction SMILES: [CH2:1]([O:2][P:3]([O:4][CH2:5][CH3:6])(=[O:7])[CH:9]([CH2:10][CH:11]([O:12][CH3:13])[O:14][CH3:15])[c:16]1[cH:17][cH:18][c:19]([C:20](=[O:21])[O:22][CH2:23][CH3:24])[cH:25][cH:26]1)[CH3:8].[CH2:59]1[O:60][CH2:61][CH2:62][CH2:63]1.[CH3:27][CH2:28][CH2:29][CH2:30][Li:31].[CH3:32][CH2:33][CH2:34][CH2:35][CH2:36][CH3:37].[c:38]1([CH3:58])[cH:39][cH:40][c:41]([C:44]2=[CH:45][CH2:46][C:47]([CH3:56])([CH3:57])[c:48]3[cH:49][cH:50][c:51]([CH:54]=[O:55])[cH:52][c:53]32)[cH:42][cH:43]1>>[C:9]([CH2:10][CH:11]([O:12][CH3:13])[O:14][CH3:15])([c:16]1[cH:17][cH:18][c:19]([C:20](=[O:21])[O:22][CH2:23][CH3:24])[cH:25][cH:26]1)=[CH:54][c:51]1[cH:50][cH:49][c:48]2[c:53]([cH:52]1)[C:44]([c:41]1[cH:40][cH:39][c:38]([CH3:58])[cH:43][cH:42]1)=[CH:45][CH2:46][C:47]2([CH3:56])[CH3:57]. Reactants: CC(C)(C)OC(=O)NN, CCOCC, O=S(=O)(Cl)CCCCCl, c1ccncc1. The product is CC(C)(C)OC(=O)N(N)S(=O)(=O)CCCCCl. RXN SMILES: [C:10]([NH:11][NH2:12])(=[O:13])[O:14][C:15]([CH3:16])([CH3:17])[CH3:18].[CH3:25][CH2:26][O:27][CH2:28][CH3:29].[Cl:1][CH2:2][CH2:3][CH2:4][CH2:5][S:6](=[O:7])(=[O:8])[Cl:9].[cH:19]1[cH:20][cH:21][n:22][cH:23][cH:24]1>>[Cl:1][CH2:2][CH2:3][CH2:4][CH2:5][S:6](=[O:7])(=[O:8])[N:11]([C:10](=[O:13])[O:14][C:15]([CH3:16])([CH3:17])[CH3:18])[NH2:12]. Reactants: ClC1=CC=C(C=2N3C(=NC21)N(CCC3)C=3C(=NC(=CC3)OC)C)C(C(F)(F)F)OC(F)F (9-chloro-6-[1-(difluoromethoxy)-2,2,2-trifluoroethyl]-1-(6-methoxy-2-methylpyridin-3-yl)-1,2,3,4-tetrahydropyrimido[1,2-a]benzimidazole), [I-].[Na+] (sodium iodide), C[Si](C)(C)Cl (trimethylsilyl chloride), [I-].[Na+] (sodium iodide), C[Si](C)(C)Cl (trimethylsilyl chloride). Solvent: C(C)#N (acetonitrile). Reaction conditions: time 1 day. Yields the product ClC1=CC=C(C=2N3C(=NC21)N(CCC3)C=3C=CC(=NC3C)O)C(C(F)(F)F)OC(F)F (5-{9-Chloro-6-[1-(difluoromethoxy)-2,2,2-trifluoroethyl]-3,4-dihydropyrimido[1,2-a]benzimidazol-1(2H)-yl}-6-methylpyridin-2-ol). Reaction SMILES: [Cl:1][C:2]1[C:10]2[N:9]=[C:8]3[N:11]([C:15]4[C:16]([CH3:23])=[N:17][C:18]([O:21]C)=[CH:19][CH:20]=4)[CH2:12][CH2:13][CH2:14][N:7]3[C:6]=2[C:5]([CH:24]([O:29][CH:30]([F:32])[F:31])[C:25]([F:28])([F:27])[F:26])=[CH:4][CH:3]=1.[I-].[Na+].C[Si](Cl)(C)C>C(#N)C>[Cl:1][C:2]1[C:10]2[N:9]=[C:8]3[N:11]([C:15]4[CH:20]=[CH:19][C:18]([OH:21])=[N:17][C:16]=4[CH3:23])[CH2:12][CH2:13][CH2:14][N:7]3[C:6]=2[C:5]([CH:24]([O:29][CH:30]([F:31])[F:32])[C:25]([F:28])([F:27])[F:26])=[CH:4][CH:3]=1 |f:1.2|. Reported procedure: To a solution of 9-chloro-6-[1-(difluoromethoxy)-2,2,2-trifluoroethyl]-1-(6-methoxy-2-methylpyridin-3-yl)-1,2,3,4-tetrahydropyrimido[1,2-a]benzimidazole (152.2 mg, 0.319 mmol) in acetonitrile (3.0 mL) were added sodium iodide (143.5 mg, 0.958 mmol) and trimethylsilyl chloride (121.6 μL, 0.958 mmol). The mixture was stirred at room temperature for 1 day. To the mixture were added sodium iodide (71.8 mg, 0.479 mmol) and trimethylsilyl chloride (60.8 μL, 0.479 mmol). The mixture was stirred at room... Reactants: O=C([O-])[O-], O=[N+]([O-])c1cccnc1Cl, [K+], [K+], NC1CCCCC1, CN(C)C=O. Product: O=[N+]([O-])c1cccnc1NC1CCCCC1. RXN SMILES: [C:18](=[O:19])([O-:20])[O-:21].[Cl:1][c:2]1[n:3][cH:4][cH:5][cH:6][c:7]1[N+:8](=[O:9])[O-:10].[K+:22].[K+:23].[NH2:11][CH:12]1[CH2:13][CH2:14][CH2:15][CH2:16][CH2:17]1.[O:24]=[CH:25][N:26]([CH3:27])[CH3:28]>>[c:2]1([NH:11][CH:12]2[CH2:13][CH2:14][CH2:15][CH2:16][CH2:17]2)[n:3][cH:4][cH:5][cH:6][c:7]1[N+:8](=[O:9])[O-:10]. Reactants: CC#N, O=COC(CCc1ccc(-c2cc(F)cc(F)c2)cc1)C(C=O)CCN1C(=O)c2ccccc2C1=O, [O-][Cl+][O-], [Na+], O, OO. Product: O=COC(CCc1ccc(-c2cc(F)cc(F)c2)cc1)C(CCN1C(=O)c2ccccc2C1=O)C(=O)O. RXN SMILES: [CH3:43][C:44]#[N:45].[CH:1](=[O:2])[O:3][CH:4]([CH:5]([CH2:6][CH2:7][N:8]1[C:9](=[O:18])[c:10]2[cH:11][cH:12][cH:13][cH:14][c:15]2[C:16]1=[O:17])[CH:19]=[O:20])[CH2:21][CH2:22][c:23]1[cH:24][cH:25][c:26](-[c:29]2[cH:30][c:31]([F:36])[cH:32][c:33]([F:35])[cH:34]2)[cH:27][cH:28]1.[Cl+:39]([O-:40])[O-:41].[Na+:42].[OH2:46].[OH:37][OH:38]>>[CH:1](=[O:2])[O:3][CH:4]([CH:5]([CH2:6][CH2:7][N:8]1[C:9](=[O:18])[c:10]2[cH:11][cH:12][cH:13][cH:14][c:15]2[C:16]1=[O:17])[C:19](=[O:20])[OH:40])[CH2:21][CH2:22][c:23]1[cH:24][cH:25][c:26](-[c:29]2[cH:30][c:31]([F:36])[cH:32][c:33]([F:35])[cH:34]2)[cH:27][cH:28]1. Reactants: O(C1=CC=CC=C1)CCOCC1=CC=C(OCC2CO2)C=C1 (1-[4-(2-phenoxyethoxymethyl)phenoxy]-2,3-epoxypropane), NCCOC1=C(C=C(C=C1)C=1CCC(NN1)=O)C (6-[4-(2-aminoethoxy)-3-methyl-phenyl]-4,5-dihydro-3-(2H)-pyridazinone). Yields the product O(C1=CC=CC=C1)CCOCC1=CC=C(OCC(CNCCOC2=C(C=C(C=C2)C=2CCC(NN2)=O)C)O)C=C1 (6-[4-[2-[3-(4-(2-Phenoxyethoxy-methyl)phenoxy)-2-hydroxypropylamino]ethoxy]-3-methyl-phenyl]-4,5-dihydro-3-(2H)-pyridazinone). Reaction SMILES: [O:1]([CH2:8][CH2:9][O:10][CH2:11][C:12]1[CH:22]=[CH:21][C:15]([O:16][CH2:17][CH:18]2[O:20][CH2:19]2)=[CH:14][CH:13]=1)[C:2]1[CH:7]=[CH:6][CH:5]=[CH:4][CH:3]=1.[NH2:23][CH2:24][CH2:25][O:26][C:27]1[CH:32]=[CH:31][C:30]([C:33]2[CH2:34][CH2:35][C:36](=[O:39])[NH:37][N:38]=2)=[CH:29][C:28]=1[CH3:40]>>[O:1]([CH2:8][CH2:9][O:10][CH2:11][C:12]1[CH:22]=[CH:21][C:15]([O:16][CH2:17][CH:18]([OH:20])[CH2:19][NH:23][CH2:24][CH2:25][O:26][C:27]2[CH:32]=[CH:31][C:30]([C:33]3[CH2:34][CH2:35][C:36](=[O:39])[NH:37][N:38]=3)=[CH:29][C:28]=2[CH3:40])=[CH:14][CH:13]=1)[C:2]1[CH:7]=[CH:6][CH:5]=[CH:4][CH:3]=1. Reported procedure: Prepared analogously to Example 1 from 1-[4-(2-phenoxyethoxymethyl)phenoxy]-2,3-epoxypropane and 6-[4-(2-aminoethoxy)-3-methyl-phenyl]-4,5-dihydro-3-(2H)-pyridazinone.